describe an organic reaction: reactants, conditions, products, and yield From a dataset of the Open Reaction Database (ORD), a public repository of structured organic reaction records. The reactants are C1(=CC=CC=C1)C(C=1C(NC(N([C@H]2[C@H](O[Si](C)(C)C(C)(C)C)[C@H](O[Si](C)(C)C(C)(C)C)[C@@H](CO[Si](C)(C)C(C)(C)C)O2)C1)=O)=S)C1=CC=CC=C1 (5-diphenylmethyl-2',3',5'-tris-O-((1,1-dimethylethyl)dimethylsilyl)-4-thiouridine), [F-].C(CCC)[N+](CCCC)(CCCC)CCCC (tetra-n-butylammonium fluoride). The solvent is O1CCCC1 (tetrahydrofuran). Run at time 2 hour. Product: C1(=CC=CC=C1)C(C=1C(NC(N([C@H]2[C@H](O)[C@H](O)[C@@H](CO)O2)C1)=O)=S)C1=CC=CC=C1 (5-diphenylmethyl-4-thiouridine). Yield: 42.6%. As a reaction SMILES: [C:1]1([CH:7]([C:46]2[CH:51]=[CH:50][CH:49]=[CH:48][CH:47]=2)[C:8]2[C:9](=[S:45])[NH:10][C:11](=[O:44])[N:12]([CH:43]=2)[C@@H:13]2[O:42][C@H:32]([CH2:33][O:34][Si](C(C)(C)C)(C)C)[C@@H:23]([O:24][Si](C(C)(C)C)(C)C)[C@H:14]2[O:15][Si](C(C)(C)C)(C)C)[CH:6]=[CH:5][CH:4]=[CH:3][CH:2]=1.[F-].C([N+](CCCC)(CCCC)CCCC)CCC>O1CCCC1>[C:46]1([CH:7]([C:1]2[CH:6]=[CH:5][CH:4]=[CH:3][CH:2]=2)[C:8]2[C:9](=[S:45])[NH:10][C:11](=[O:44])[N:12]([CH:43]=2)[C@@H:13]2[O:42][C@H:32]([CH2:33][OH:34])[C@@H:23]([OH:24])[C@H:14]2[OH:15])[CH:47]=[CH:48][CH:49]=[CH:50][CH:51]=1 |f:1.2|. Reported procedure: The product of step (ii) (5.5 g) was treated with 1M tetra-n-butylammonium fluoride in tetrahydrofuran (21.5 ml) at room temperature. After stirring for 2 hours the solvent was removed under reduced pressure and the residue was purified by flash silica-gel chromatography eluting with ethyl acetate/iso-hexane mixtures to afford 5-diphenylmethyl-4-thiouridine as a yellow solid (1.3 g).